Dataset: the Open Reaction Database (ORD), a public repository of structured organic reaction records. Task: describe an organic reaction: reactants, conditions, products, and yield The reactants are CN(C)CC1=CC=2CN(CCC2O1)C(=O)C1=CC=C(C=C1)\C=C\C1=CC=CC=C1 ((E)-N,N-Dimethyl-[5-(4-stilbenecarbonyl)-4,5,6,7-tetrahydrofuro[3,2-c]pyridin-2-ylmethyl]amine), Cl (hydrogen chloride). Solvent: CO (methanol), C(C)(=O)OCC (ethyl acetate). Product: Cl.CN(C)CC1=CC=2CN(CCC2O1)C(=O)C1=CC=C(C=C1)\C=C\C1=CC=CC=C1 ((E)-N,N-dimethyl-[5-(4-stilbenecarbonyl)-4,5,6,7-tetrahydrofuro[3,2-c]pyridin-2-ylmethyl]amine hydrochloride). As a reaction SMILES: [CH3:1][N:2]([CH2:4][C:5]1[O:13][C:12]2[CH2:11][CH2:10][N:9]([C:14]([C:16]3[CH:21]=[CH:20][C:19](/[CH:22]=[CH:23]/[C:24]4[CH:29]=[CH:28][CH:27]=[CH:26][CH:25]=4)=[CH:18][CH:17]=3)=[O:15])[CH2:8][C:7]=2[CH:6]=1)[CH3:3].[ClH:30]>CO.C(OCC)(=O)C>[ClH:30].[CH3:1][N:2]([CH2:4][C:5]1[O:13][C:12]2[CH2:11][CH2:10][N:9]([C:14]([C:16]3[CH:17]=[CH:18][C:19](/[CH:22]=[CH:23]/[C:24]4[CH:29]=[CH:28][CH:27]=[CH:26][CH:25]=4)=[CH:20][CH:21]=3)=[O:15])[CH2:8][C:7]=2[CH:6]=1)[CH3:3] |f:4.5|. Procedure: (E)-N,N-Dimethyl-[5-(4-stilbenecarbonyl)-4,5,6,7-tetrahydrofuro[3,2-c]pyridin-2-ylmethyl]amine 0.208 g was dissolved in 2 ml of methanol; hydrogen chloride in ethyl acetate was added in excess, followed by stirring. This mixture was concentrated; the resulting solid was washed with diethyl ether to yield the desired product.